Dataset: the Open Reaction Database (ORD), a public repository of structured organic reaction records. Task: describe an organic reaction: reactants, conditions, products, and yield Starting materials: COC(=O)Cc1ccccc1Br, O=C([O-])[O-], CN(C)CC(=O)O, CCOC(C)=O, Oc1ccc(Cl)cc1, Cl[Cu], Cl, [Cs+], [Cs+], C1COCCO1. Yields the product COC(=O)Cc1ccccc1Oc1ccc(Cl)cc1. As a reaction SMILES: [Br:1][c:2]1[c:3]([CH2:8][C:9](=[O:10])[O:11][CH3:12])[cH:4][cH:5][cH:6][cH:7]1.[C:21](=[O:22])([O-:23])[O-:24].[CH3:27][N:28]([CH2:29][C:30](=[O:31])[OH:32])[CH3:33].[CH3:43][CH2:44][O:45][C:46](=[O:47])[CH3:48].[Cl:13][c:14]1[cH:15][cH:16][c:17]([OH:20])[cH:18][cH:19]1.[Cl:41][Cu:42].[ClH:34].[Cs+:25].[Cs+:26].[O:35]1[CH2:36][CH2:37][O:38][CH2:39][CH2:40]1>>[c:2]1([O:20][c:17]2[cH:16][cH:15][c:14]([Cl:13])[cH:19][cH:18]2)[c:3]([CH2:8][C:9](=[O:10])[O:11][CH3:12])[cH:4][cH:5][cH:6][cH:7]1. Starting materials: C(C)(C)(C)OC(=O)N1CC(CC1)NC(=O)C=1SC=CC1NC1=C2C(=NC=C1)NC=C2 (3-{[3-(1H-Pyrrolo[2,3-b]pyridin-4-ylamino)-thiophene-2-carbonyl]-amino}-pyrrolidine-1-carboxylic acid tert-butyl ester), C(C1=CC=CO1)SCCN (2-(furfurylthio)ethylamine), C(=O)(OC(C)(C)C)N1CC(CC1)N (1-BOC-3-aminopyrrolidine). Yields the product O1C(=CC=C1)CSCCNC(=O)C=1SC=CC1NC1=C2C(=NC=C1)NC=C2 (3-(1H-Pyrrolo[2,3-b]pyridin-4-ylamino)-thiophene-2-carboxylic acid [2-(furan-2-ylmethylsulfanyl)-ethyl]-amide). RXN SMILES: C(OC(N1C[CH2:11][CH:10]([NH:13][C:14]([C:16]2[S:17][CH:18]=[CH:19][C:20]=2[NH:21][C:22]2[CH:27]=[CH:26][N:25]=[C:24]3[NH:28][CH:29]=[CH:30][C:23]=23)=[O:15])C1)=O)(C)(C)C.[CH2:31]([S:37]CCN)[C:32]1[O:36][CH:35]=[CH:34][CH:33]=1.C(N1CCC(N)C1)(OC(C)(C)C)=O>>[O:36]1[CH:35]=[CH:34][CH:33]=[C:32]1[CH2:31][S:37][CH2:11][CH2:10][NH:13][C:14]([C:16]1[S:17][CH:18]=[CH:19][C:20]=1[NH:21][C:22]1[CH:27]=[CH:26][N:25]=[C:24]2[NH:28][CH:29]=[CH:30][C:23]=12)=[O:15]. Procedure: This compound was prepared in an analogous manner as 3-{[3-(1H-Pyrrolo[2,3-b]pyridin-4-ylamino)-thiophene-2-carbonyl]-amino}-pyrrolidine-1-carboxylic acid tert-butyl ester using 2-(furfurylthio)ethylamine of 1-BOC-3-aminopyrrolidine. LCMS (ESI) 399 (M+H) 1H NMR (400 MHz, DMSO-d6) δ ppm 11.92 (1H, br. s.) 10.46 (1H, s) 8.29 (1H, t, J=5.71 Hz) 8.06 (1H, d, J=6.05 Hz) 7.84 (1H, d, J=5.37 Hz) 7.56 (1H, td, J=1.10, 0.54 Hz) 7.44 (1H, d, J=5.37 Hz) 7.38 (1H, dd, J=3.51, 1.76 Hz) 6.80 (1H, d, J=6.15 Hz... The reactants are O (water), BrC(C)=CC (2-bromo-2-butene), [Li] (lithium), C(C)OC(CCN(C)C)=O (ethyl-3-(N,N-dimethylamino)propionate). Solvent: C(C)OCC (diethyl ether). The product is OC(C(=CC)C)(C(=CC)C)CCN(C)C (4-hydroxy-4-(dimethylamino-ethyl)-3,5-dimethyl-2,5-heptadiene). Reaction SMILES: Br[C:2](=[CH:4][CH3:5])[CH3:3].[Li].C(O[C:10](=[O:16])[CH2:11][CH2:12][N:13]([CH3:15])[CH3:14])C.O>C(OCC)C>[OH:16][C:10]([CH2:11][CH2:12][N:13]([CH3:14])[CH3:15])([C:2]([CH3:3])=[CH:4][CH3:5])[C:4]([CH3:5])=[CH:2][CH3:3] |^1:5|. Procedure details: 2-bromo-2-butene (108 g; 0.800 mol) was added to 10.0 g of lithium (1.43 mol) in diethyl ether (300 ml) in about 30 minutes with reflux. After stirring overnight (17 hours), ethyl-3-(N,N-dimethylamino)propionate (52.0 g; 0.359 mol) was added to the reaction mixture in about 15 minutes. After stirring for 30 minutes at room temperature 200 ml of water was added dropwise. After separation the water phase was extracted two times with 50 ml of CH2Cl2. The organic phase was reduced by evaporation and... Reactants: C1(=CC=CC=C1)C1=CC=CC2=C1CC(O2)CN ((±)-(4-phenyl-2,3-dihydro-1-benzofuran-2-yl)methanamine), Intermediate 12, C(C)(C)N(CC)C(C)C (diisopropylethylamine), ClC(=O)OCC1=CC=CC=C1 (benzyl chloroformate). The product is C(C1=CC=CC=C1)OC(NCC1OC2=C(C1)C(=CC=C2)C2=CC=CC=C2)=O ((±)-benzyl(4-phenyl-2,3-dihydro-1-benzofuran-2-yl)methylcarbamate). Isolated yield 70.3%. Reaction SMILES: [C:1]1([C:7]2[C:12]3[CH2:13][CH:14]([CH2:16][NH2:17])[O:15][C:11]=3[CH:10]=[CH:9][CH:8]=2)[CH:6]=[CH:5][CH:4]=[CH:3][CH:2]=1.C(N(C(C)C)CC)(C)C.Cl[C:28]([O:30][CH2:31][C:32]1[CH:37]=[CH:36][CH:35]=[CH:34][CH:33]=1)=[O:29]>>[CH2:31]([O:30][C:28](=[O:29])[NH:17][CH2:16][CH:14]1[CH2:13][C:12]2[C:7]([C:1]3[CH:2]=[CH:3][CH:4]=[CH:5][CH:6]=3)=[CH:8][CH:9]=[CH:10][C:11]=2[O:15]1)[C:32]1[CH:37]=[CH:36][CH:35]=[CH:34][CH:33]=1. Procedure: Treatment of (±)-(4-phenyl-2,3-dihydro-1-benzofuran-2-yl)methanamine (0.622 g, 2.38 mmol) with diisopropylethylamine (0.447 g, 3.57 mmol) and benzyl chloroformate (0.462 g, 2.62 mmol) generally according to the procedure described for Intermediate 12 provided 0.601 g (70%) of (±)-benzyl(4-phenyl-2,3-dihydro-1-benzofuran-2-yl)methylcarbamate as a white solid. mp 132-134° C.; Anal. calcd. for C23H21NO3: C, 76.86H, 5.89; N, 3.90. Found: C, 75.98H, 5.80; N, 3.72. Chiral HPLC separation of (±)-benzyl... The reactants are FC=1C=2N(C=CC1C(F)(F)F)C=CN2 (8-Fluoro-7-trifluoromethylimidazo[1,2-α]pyridine), BrC=1C=CC(=C(C1)C1=C(C#N)C=CC=N1)F (2-(5-bromo-2-fluorophenyl)nicotinonitrile). Yields the product FC1=C(C=C(C=C1)C1=CN=C2N1C=CC(=C2F)C(F)(F)F)C2=C(C#N)C=CC=N2 (2-[2-fluoro-5-(8-fluoro-7-trifluoromethylimidazo[1,2-α]pyridin-3-yl)phenyl]-nicotinonitrile). Yield: 45.5%. Reaction SMILES: [F:1][C:2]1[C:3]2[N:4]([CH:12]=[CH:13][N:14]=2)[CH:5]=[CH:6][C:7]=1[C:8]([F:11])([F:10])[F:9].Br[C:16]1[CH:17]=[CH:18][C:19]([F:30])=[C:20]([C:22]2[N:29]=[CH:28][CH:27]=[CH:26][C:23]=2[C:24]#[N:25])[CH:21]=1>>[F:30][C:19]1[CH:18]=[CH:17][C:16]([C:12]2[N:4]3[CH:5]=[CH:6][C:7]([C:8]([F:9])([F:10])[F:11])=[C:2]([F:1])[C:3]3=[N:14][CH:13]=2)=[CH:21][C:20]=1[C:22]1[N:29]=[CH:28][CH:27]=[CH:26][C:23]=1[C:24]#[N:25]. Procedure details: 8-Fluoro-7-trifluoromethylimidazo[1,2-α]pyridine (102 mg, 0.5 mmol) and 2-(5-bromo-2-fluorophenyl)nicotinonitrile (208 mg, 0.75 mmol) were coupled following the procedure given in Example 6 to afford 2-[2-fluoro-5-(8-fluoro-7-trifluoromethylimidazo[1,2-α]pyridin-3-yl)phenyl]-nicotinonitrile (91 mg, 45%) as a white solid: δH (360 MHz, CDCl3) 6.98 (1H, dd, J 7 and 6), 7.44-7.54 (2H, m), 7.67-7.72 (1H, m), 7.79 (1H, dd, J 7 and 2), 7.88 (1H, s), 8.15 (1H, dd, J 7 and 2), 8.24 (1H, d, J 7), 8.95 (1H... Product: COC(=O)c1ccc2c(ccn2CC(F)F)c1. RXN SMILES: [F:16][CH:17]([CH2:18][I:19])[F:20].[H-:2].[Na+:1].[O:21]=[CH:22][N:23]([CH3:24])[CH3:25].[nH:3]1[cH:4][cH:5][c:6]2[cH:7][c:8]([C:12](=[O:13])[O:14][CH3:15])[cH:9][cH:10][c:11]12>>[n:3]1([CH2:18][CH:17]([F:16])[F:20])[cH:4][cH:5][c:6]2[cH:7][c:8]([C:12](=[O:13])[O:14][CH3:15])[cH:9][cH:10][c:11]12. Starting materials: FC(F)CI, [H-], [Na+], CN(C)C=O, COC(=O)c1ccc2[nH]ccc2c1. Procedure: To a solution of 4-aminobenzotriazole(550 milligram (hereinafter “mg”), 4.1 mmol) in acetic acid (10 ml) was added potassium bromide (520 mg, 4.4 mmol ), ammonium molybdate(67 mg, 0.55 mmol) and hydrogen peroxide (0.5 ml, 30%). The mixture was stirred at 25° C. for 3 hors. The solvent was evaporated and chromatography of the resulting solid on silica gel (EtOAc/Hexane(1equiv./1equiv.)) gave the desired product(400 mg, 45%). 1H NMR (CD3SO2CD3): δ7.29 (d, 1H), 6.49 (d, 1H), 6.05 (bs, 3H). Isolated yield 45.8%. The product is NC1=CC=C(C=2NN=NC21)Br (4-amino-7-bromobenzotriazole). The reagents and catalysts are [NH4+].[NH4+].[O-][Mo](=O)(=O)[O-] (ammonium molybdate). Run in C(C)(=O)O (acetic acid). RXN SMILES: [NH2:1][C:2]1[C:10]2[N:9]=[N:8][NH:7][C:6]=2[CH:5]=[CH:4][CH:3]=1.[Br-:11].[K+].OO>C(O)(=O)C.[NH4+].[NH4+].[O-][Mo]([O-])(=O)=O>[NH2:1][C:2]1[C:10]2[N:9]=[N:8][NH:7][C:6]=2[C:5]([Br:11])=[CH:4][CH:3]=1 |f:1.2,5.6.7|. Run at temperature 25 celsius. Starting materials: NC1=CC=CC=2NN=NC21 (4-aminobenzotriazole), [Br-].[K+] (potassium bromide), OO (hydrogen peroxide). Reactants: O=C([O-])O, C1CCOC1, CC(C)=O, Cl, [Na+], Cc1ccnc(Nc2ncc(Sc3ccnc(C(=O)NCC(c4ccccc4)(c4ccccc4)C4OCCO4)c3F)s2)c1, O. The product is Cc1ccnc(Nc2ncc(Sc3ccnc(C(=O)NCC(C=O)(c4ccccc4)c4ccccc4)c3F)s2)c1. Reaction SMILES: [C:44](=[O:45])([OH:46])[O-:47].[CH2:54]1[O:55][CH2:56][CH2:57][CH2:58]1.[CH3:49][C:50](=[O:51])[CH3:52].[ClH:59].[Na+:48].[O:1]1[CH:2]([C:6]([CH2:7][NH:8][C:9]([c:10]2[c:11]([F:30])[c:12]([S:16][c:17]3[cH:18][n:19][c:20]([NH:22][c:23]4[n:24][cH:25][cH:26][c:27]([CH3:29])[cH:28]4)[s:21]3)[cH:13][cH:14][n:15]2)=[O:31])([c:32]2[cH:33][cH:34][cH:35][cH:36][cH:37]2)[c:38]2[cH:39][cH:40][cH:41][cH:42][cH:43]2)[O:5][CH2:4][CH2:3]1.[OH2:53]>>[O:1]=[CH:2][C:6]([CH2:7][NH:8][C:9]([c:10]1[c:11]([F:30])[c:12]([S:16][c:17]2[cH:18][n:19][c:20]([NH:22][c:23]3[n:24][cH:25][cH:26][c:27]([CH3:29])[cH:28]3)[s:21]2)[cH:13][cH:14][n:15]1)=[O:31])([c:32]1[cH:33][cH:34][cH:35][cH:36][cH:37]1)[c:38]1[cH:39][cH:40][cH:41][cH:42][cH:43]1. Reactants: ClC1=CC(=NC2=CC=C(C=C12)F)C1=CC=CC=C1 (4-chloro-6-fluoro-2-phenylquinoline), N1CCC(C(=O)N)CC1 (isonipecotamide). Yields the product C1(=CC=CC=C1)C1=NC2=CC=C(C=C2C(=C1)N1CCC(CC1)C(=O)N)F (1-(2-Phenyl-6-fluoro-4-quinolinyl)-4-piperidinecarboxamide). RXN SMILES: Cl[C:2]1[C:11]2[C:6](=[CH:7][CH:8]=[C:9]([F:12])[CH:10]=2)[N:5]=[C:4]([C:13]2[CH:18]=[CH:17][CH:16]=[CH:15][CH:14]=2)[CH:3]=1.[NH:19]1[CH2:27][CH2:26][CH:22]([C:23]([NH2:25])=[O:24])[CH2:21][CH2:20]1>>[C:13]1([C:4]2[CH:3]=[C:2]([N:19]3[CH2:27][CH2:26][CH:22]([C:23]([NH2:25])=[O:24])[CH2:21][CH2:20]3)[C:11]3[C:6](=[CH:7][CH:8]=[C:9]([F:12])[CH:10]=3)[N:5]=2)[CH:18]=[CH:17][CH:16]=[CH:15][CH:14]=1. Procedure details: Reaction of 4-chloro-6-fluoro-2-phenylquinoline and isonipecotamide in a manner similar to that of Example 4(c) gave the named compound as off-white prisms, mp 230°-233°, after recrystallization from ethanol.